Dataset: the Open Reaction Database (ORD), a public repository of structured organic reaction records. Task: describe an organic reaction: reactants, conditions, products, and yield Reactants: N#Cc1ccc([N+](=O)[O-])cc1Br, [Na+], [Na+], O=C([O-])[O-], O, O=S(=O)(O)O. Product: O=C(O)c1ccc([N+](=O)[O-])cc1Br. RXN SMILES: [Br:1][c:2]1[c:3]([C:4]#[N:5])[cH:6][cH:7][c:8]([N+:10](=[O:11])[O-:12])[cH:9]1.[Na+:18].[Na+:19].[O-:20][C:21]([O-:22])=[O:23].[OH2:24].[S:13](=[O:14])(=[O:15])([OH:16])[OH:17]>>[Br:1][c:2]1[c:3]([C:21]([OH:20])=[O:23])[cH:6][cH:7][c:8]([N+:10](=[O:11])[O-:12])[cH:9]1. Starting materials: C#CC1(O)C(OC(=O)c2ccccc2)OC(COC(=O)c2ccccc2)C1OC(=O)c1ccccc1, C1CCOC1, CO, [K+], [K+], O=C([O-])[O-]. Yields the product C#CC1(O)C(O)OC(COC(=O)c2ccccc2)C1OC(=O)c1ccccc1. RXN SMILES: [C:1](=[O:2])([c:3]1[cH:4][cH:5][cH:6][cH:7][cH:8]1)[O:9][CH:10]1[O:11][CH:12]([CH2:27][O:28][C:29]([c:30]2[cH:31][cH:32][cH:33][cH:34][cH:35]2)=[O:36])[CH:13]([O:18][C:19]([c:20]2[cH:21][cH:22][cH:23][cH:24][cH:25]2)=[O:26])[C:14]1([OH:15])[C:16]#[CH:17].[CH2:45]1[O:46][CH2:47][CH2:48][CH2:49]1.[CH3:43][OH:44].[K+:37].[K+:38].[O-:39][C:40]([O-:41])=[O:42]>>[OH:9][CH:10]1[O:11][CH:12]([CH2:27][O:28][C:29]([c:30]2[cH:31][cH:32][cH:33][cH:34][cH:35]2)=[O:36])[CH:13]([O:18][C:19]([c:20]2[cH:21][cH:22][cH:23][cH:24][cH:25]2)=[O:26])[C:14]1([OH:15])[C:16]#[CH:17]. Run at temperature 5 celsius. The product is BrC1=C(C=C(C=C1F)C#CC1=CC=C(C=C1)CCC)F (4-bromo-3,5-difluoro-4'-propyltolane). The reactants are BrC1=C(C=CC(=C1F)I)F (2-Bromo-1,3-difluoro-4-iodobenzene), Cl (hydrochloric acid), ice, C(CC)C1=CC=C(C=C1)C#C (4-propylphenylacetylene). RXN SMILES: [Br:1][C:2]1[C:7]([F:8])=[C:6](I)[CH:5]=[CH:4][C:3]=1[F:10].[CH2:11]([C:14]1[CH:19]=[CH:18][C:17]([C:20]#[CH:21])=[CH:16][CH:15]=1)[CH2:12][CH3:13].Cl>C(NCC)C.Cl[Pd](Cl)([P](C1C=CC=CC=1)(C1C=CC=CC=1)C1C=CC=CC=1)[P](C1C=CC=CC=1)(C1C=CC=CC=1)C1C=CC=CC=1.[Cu]I>[Br:1][C:2]1[C:7]([F:8])=[CH:6][C:5]([C:21]#[C:20][C:17]2[CH:18]=[CH:19][C:14]([CH2:11][CH2:12][CH3:13])=[CH:15][CH:16]=2)=[CH:4][C:3]=1[F:10] |^1:30,49|. Reported procedure: 2-Bromo-1,3-difluoro-4-iodobenzene (20 g) was dissolved in diethylamine (30 ml) under nitrogen atmosphere, and then bis(triphenylphosphine)palladium(II) chloride (0.06 g) and copper(I) iodide (0.06 g) were added thereto, followed by stirring. The flask was cooled to 5° C. or lower, and then 4-propylphenylacetylene (10 g) was added dropwise thereto. After stirring at room temperature for 5 hours, the reaction solution was poured into a mixture of concentrated hydrochloric acid (15 ml) and ice (30... The solvent is C(C)NCC (diethylamine). Reagents/catalysts: Cl[Pd]([P](C1=CC=CC=C1)(C2=CC=CC=C2)C3=CC=CC=C3)([P](C4=CC=CC=C4)(C5=CC=CC=C5)C6=CC=CC=C6)Cl (bis(triphenylphosphine)palladium(II) chloride), [Cu]I (copper(I) iodide). Isolated yield 57.1%. Starting materials: COC(=O)C(N)CCCCNC(=O)OC(C)(C)C, CC(NC(=O)Cc1cc(F)cc(F)c1)C(=O)O. Yields the product COC(=O)C(CCCCNC(=O)OC(C)(C)C)NC(=O)C(C)NC(=O)Cc1cc(F)cc(F)c1. Reaction SMILES: [CH3:18][O:19][C:20]([CH:21]([NH2:22])[CH2:23][CH2:24][CH2:25][CH2:26][NH:27][C:28](=[O:29])[O:30][C:31]([CH3:32])([CH3:33])[CH3:34])=[O:35].[F:1][c:2]1[cH:3][c:4]([CH2:9][C:10](=[O:11])[NH:12][CH:13]([CH3:14])[C:15](=[O:16])[OH:17])[cH:5][c:6]([F:8])[cH:7]1>>[F:1][c:2]1[cH:3][c:4]([CH2:9][C:10](=[O:11])[NH:12][CH:13]([CH3:14])[C:15](=[O:17])[NH:22][CH:21]([C:20]([O:19][CH3:18])=[O:35])[CH2:23][CH2:24][CH2:25][CH2:26][NH:27][C:28](=[O:29])[O:30][C:31]([CH3:32])([CH3:33])[CH3:34])[cH:5][c:6]([F:8])[cH:7]1.